From a dataset of the Open Reaction Database (ORD), a public repository of structured organic reaction records. describe an organic reaction: reactants, conditions, products, and yield The reactants are CC=1C=C2C=3C=CC=CC3NC2=CC1 (6-methylcarbazole), C(C=C)#N (acrylonitrile), [OH-].C(C1=CC=CC=C1)[N+](C)(C)C (benzyl trimethyl ammonium hydroxide). Solvent: C1=CC=CC=C1 (benzene). Yields the product CC=1C=C2C=3C=CC=CC3N(C2=CC1)CCC#N (6-methyl-9-cyanoethylcarbazole). Reaction SMILES: [CH3:1][C:2]1[CH:3]=[C:4]2[C:12](=[CH:13][CH:14]=1)[NH:11][C:10]1[CH:9]=[CH:8][CH:7]=[CH:6][C:5]2=1.[C:15](#[N:18])[CH:16]=[CH2:17].[OH-].C([N+](C)(C)C)C1C=CC=CC=1>C1C=CC=CC=1>[CH3:1][C:2]1[CH:3]=[C:4]2[C:12](=[CH:13][CH:14]=1)[N:11]([CH2:17][CH2:16][C:15]#[N:18])[C:10]1[CH:9]=[CH:8][CH:7]=[CH:6][C:5]2=1 |f:2.3|. Reported procedure: The compound 6-methyl-9-cyanoethylcarbazole was prepared by stirring 6-methylcarbazole (0.05 mole) in acrylonitrile (0.20 mole) at 0°C. After adding about 1 cc. of benzyl trimethyl ammonium hydroxide, the mixture was stirred on a steam bath for one hour and then treated with boiling benzene (200 cc.). The benzene was distilled and evaporated to dryness. The yellow solid obtained was recrystallized from benzene with Norit treatment to yield 6-methyl-9-cyanoethylcarbazole as an off-white solid, me... The reactants are [Cl-].C(C1=CC=CC=C1)[NH2+]CCCl (N-benzyl-N-(2-chloroethyl)ammonium chloride), ClC=1C(=C(C=CC1)N=C=S)C (3-chloro-2-methylphenyl isothiocyanate). Yields the product ClC=1C(=C(C=CC1)N=C1SCCN1CC1=CC=CC=C1)C (2-(3-chloro-2-methylphenylimino)-3-benzyl-1,3-thiazolidine). Reaction SMILES: [Cl-].[CH2:2]([NH2+:9][CH2:10][CH2:11]Cl)[C:3]1[CH:8]=[CH:7][CH:6]=[CH:5][CH:4]=1.[Cl:13][C:14]1[C:15]([CH3:23])=[C:16]([N:20]=[C:21]=[S:22])[CH:17]=[CH:18][CH:19]=1>>[Cl:13][C:14]1[C:15]([CH3:23])=[C:16]([N:20]=[C:21]2[N:9]([CH2:2][C:3]3[CH:4]=[CH:5][CH:6]=[CH:7][CH:8]=3)[CH2:10][CH2:11][S:22]2)[CH:17]=[CH:18][CH:19]=1 |f:0.1|. Reported procedure: 2-Hydroxyethylamine was reacted with benzyl bromide according to Method B2a to give N-benzyl-N-(2-hydroxyethyl)amine. The alcohol was reacted with SOCl2 according to Method B7c to give N-benzyl-N-(2-chloroethyl)ammonium chloride. The chloroethylamine was reacted with 3-chloro-2-methylphenyl isothiocyanate to give 2-(3-chloro-2-methylphenylimino)-3-benzyl-1,3-thiazolidine. Reactants: [N+](=O)([O-])C1=CC=C(C=C1)/C=C/C(=O)OC (methyl (E)-3-(4-nitrophenyl)acrylate). Reagents/catalysts: [Pd] (Pd/C). Solvent: CO (MeOH), C1CCOC1 (THF). Reaction conditions: temperature 25 celsius, time 10 hour. The product is NC1=CC=C(C=C1)CCC(=O)OC (Methyl 3-(4-aminophenyl)propanoate). Reaction SMILES: [N+:1]([C:4]1[CH:9]=[CH:8][C:7](/[CH:10]=[CH:11]/[C:12]([O:14][CH3:15])=[O:13])=[CH:6][CH:5]=1)([O-])=O>CO.C1COCC1.[Pd]>[NH2:1][C:4]1[CH:5]=[CH:6][C:7]([CH2:10][CH2:11][C:12]([O:14][CH3:15])=[O:13])=[CH:8][CH:9]=1. Procedure: A solution of methyl (E)-3-(4-nitrophenyl)acrylate (S31, 4.10 g, 19.8 mmol) in MeOH (30 mL) and THF (30 mL) was treated with 10% Pd/C (400 mg). The reaction mixture was purged with H2 and was stirred at 25° C. for 10 h. The suspension was filtered through diatomaceous earth and concentrated to afford S32 (3.40 g, 19.0 mmol, 95%) as a yellow solid: 1H NMR (CDCl3, 500 MHz) 6.99 (d, 2H, J=8.2 Hz), 6.63 (d, 2H, J=8.4 Hz), 3.60 (s, 3H), 2.85 (t, 2H, J=7.7 Hz), 2.58 (t, 2H, J=7.7 Hz); 13C NMR (CDCl3, ... Reported procedure: The title compound was prepared in an analogous fashion to that described in Example 28 using 5-bromo-6-(3-hydroxypyrrolidin-1-yl)-N-(4-(trifluoromethoxy)phenyl)nicotinamide (Stage 12.1) and (6-(trifluoromethyl)pyridin-3-yl)boronic acid to afford an off-white solid. UPLC-MS (condition 1) tR=2.77 min, m/z=513.0 [M+H]+, m/z=511.1 [M−H]−; 1H-NMR (400 MHz, DMSO-d6) δ ppm 1.70-1.80 (m, 1H) 1.80-1.91 (m, 1H) 2.85 (d, J=11.49 Hz, 1H) 3.15-3.27 (m, 2H) 3.35-3.46 (m, 1H) 4.16-4.26 (m, 1H) 4.87 (d, J=3.42... The reactants are BrC=1C(=NC=C(C(=O)NC2=CC=C(C=C2)OC(F)(F)F)C1)N1CC(CC1)O (5-bromo-6-(3-hydroxypyrrolidin-1-yl)-N-(4-(trifluoromethoxy)phenyl)nicotinamide), FC(C1=CC=C(C=N1)B(O)O)(F)F ((6-(trifluoromethyl)pyridin-3-yl)boronic acid). The product is OC1CN(CC1)C1=NC=C(C=C1C=1C=NC(=CC1)C(F)(F)F)C(=O)NC1=CC=C(C=C1)OC(F)(F)F (2-(3-Hydroxypyrrolidin-1-yl)-N-(4-(trifluoromethoxy)phenyl)-6′-(trifluoromethyl)-[3,3′-bipyridine]-5-carboxamide). RXN SMILES: Br[C:2]1[C:3]([N:22]2[CH2:26][CH2:25][CH:24]([OH:27])[CH2:23]2)=[N:4][CH:5]=[C:6]([CH:21]=1)[C:7]([NH:9][C:10]1[CH:15]=[CH:14][C:13]([O:16][C:17]([F:20])([F:19])[F:18])=[CH:12][CH:11]=1)=[O:8].[F:28][C:29]([F:40])([F:39])[C:30]1[N:35]=[CH:34][C:33](B(O)O)=[CH:32][CH:31]=1>>[OH:27][CH:24]1[CH2:25][CH2:26][N:22]([C:3]2[C:2]([C:33]3[CH:34]=[N:35][C:30]([C:29]([F:40])([F:39])[F:28])=[CH:31][CH:32]=3)=[CH:21][C:6]([C:7]([NH:9][C:10]3[CH:15]=[CH:14][C:13]([O:16][C:17]([F:20])([F:19])[F:18])=[CH:12][CH:11]=3)=[O:8])=[CH:5][N:4]=2)[CH2:23]1. Reactants: ClCCl, CN(C)c1ccc(C(=O)O)cc1, O=S(Cl)Cl. Product: CN(C)c1ccc(C(=O)Cl)cc1. As a reaction SMILES: [CH2:17]([Cl:18])[Cl:19].[CH3:1][N:2]([c:3]1[cH:4][cH:5][c:6]([C:7](=[O:8])[OH:9])[cH:10][cH:11]1)[CH3:12].[S:13]([Cl:14])([Cl:15])=[O:16]>>[CH3:1][N:2]([c:3]1[cH:4][cH:5][c:6]([C:7](=[O:8])[Cl:15])[cH:10][cH:11]1)[CH3:12]. Starting materials: [H-].[Na+] (sodium hydride), C=1(C(=CC=CC1)S(=O)(=O)NCCOS(=O)(=O)C=1C(=CC=CC1)C)C (N,O-bis-(toluenesulfonyl)-ethanolamine), CCOCC (ether). The solvent is O1CCCC1 (tetrahydrofuran), O1CCCC1 (tetrahydrofuran). Reaction conditions: temperature 0 celsius, time 50 minute. Product: CC1=CC=C(C=C1)S(=O)(=O)N1CC1 (N-[(4-methylphenyl)sulfonyl]-aziridine). Reaction SMILES: [H-].[Na+].[C:3]1(C)[C:4]([S:9]([NH:12][CH2:13][CH2:14]OS(C2C(C)=CC=CC=2)(=O)=O)(=[O:11])=[O:10])=[CH:5][CH:6]=[CH:7][CH:8]=1.[CH3:27]COCC>O1CCCC1>[CH3:27][C:7]1[CH:8]=[CH:3][C:4]([S:9]([N:12]2[CH2:13][CH2:14]2)(=[O:10])=[O:11])=[CH:5][CH:6]=1 |f:0.1|. Reported procedure: 118 mg (3 mmol) of sodium hydride (55 percent in oil) was placed in 3 ml of tetrahydrofuran and cooled to 0° C. 1 g (2.7 mmol) of N,O-bis-(toluenesulfonyl)-ethanolamine in 2 ml of tetrahydrofuran was added in 7 minutes (generation of gas). The reaction mixture was warmed to room temperature. Then 2 ml of ether was added and it was stirred for 50 minutes at room temperature. Starting materials: OC1CNCCC12CC2, COC(=O)C(CC=O)N1CCN(c2cccc(C(F)(F)F)c2)CCC1=O, Cl. Yields the product COC(=O)C(CCN1CCC2(CC2)C(O)C1)N1CCN(c2cccc(C(F)(F)F)c2)CCC1=O. Reaction SMILES: [CH2:28]1[CH2:29][C:30]12[CH:31]([OH:36])[CH2:32][NH:33][CH2:34][CH2:35]2.[CH3:1][O:2][C:3]([CH:4]([CH2:5][CH:6]=[O:7])[N:8]1[CH2:9][CH2:10][N:11]([c:16]2[cH:17][c:18]([C:22]([F:23])([F:24])[F:25])[cH:19][cH:20][cH:21]2)[CH2:12][CH2:13][C:14]1=[O:15])=[O:26].[ClH:27]>>[CH3:1][O:2][C:3]([CH:4]([CH2:5][CH2:6][N:33]1[CH2:32][CH:31]([OH:36])[C:30]2([CH2:28][CH2:29]2)[CH2:35][CH2:34]1)[N:8]1[CH2:9][CH2:10][N:11]([c:16]2[cH:17][c:18]([C:22]([F:23])([F:24])[F:25])[cH:19][cH:20][cH:21]2)[CH2:12][CH2:13][C:14]1=[O:15])=[O:26]. Starting materials: BrC=1SC(=CC1C(C(=O)OC)OC(C)(C)C)C1=CC=CC=C1 (methyl 2-(2-bromo-5-phenylthiophen-3-yl)-2-(tert-butoxy)acetate), CC1(OB(OC1(C)C)C=1C=C2CCCOC2=CC1)C (6-(4,4,5,5-tetramethyl-1,3,2-dioxaborolan-2-yl)chroman), C([O-])([O-])=O.[Na+].[Na+] (sodium carbonate), C(C)O (ethanol). Reagents/catalysts: C1(=CC=CC=C1)P(C1=CC=CC=C1)C1=CC=CC=C1.C1(=CC=CC=C1)P(C1=CC=CC=C1)C1=CC=CC=C1.C1(=CC=CC=C1)P(C1=CC=CC=C1)C1=CC=CC=C1.C1(=CC=CC=C1)P(C1=CC=CC=C1)C1=CC=CC=C1.[Pd] (Palladium tetrakis(triphenylphosphine)). The solvent is C1(=CC=CC=C1)C (toluene), O (water), O (water). Run at temperature 95 celsius. The product is C(C)(C)(C)OC(C(=O)OC)C1=C(SC(=C1)C1=CC=CC=C1)C=1C=CC2=C(CCCO2)C1 (methyl 2-(tert-butoxy)-2-[2-(3,4-dihydro-2H-1-benzopyran-6-yl)-5-phenylthiophen-3-yl]acetate). The yield is 70.0%. RXN SMILES: Br[C:2]1[S:3][C:4]([C:17]2[CH:22]=[CH:21][CH:20]=[CH:19][CH:18]=2)=[CH:5][C:6]=1[CH:7]([O:12][C:13]([CH3:16])([CH3:15])[CH3:14])[C:8]([O:10][CH3:11])=[O:9].CC1(C)C(C)(C)OB([C:31]2[CH:32]=[C:33]3[C:38](=[CH:39][CH:40]=2)[O:37][CH2:36][CH2:35][CH2:34]3)O1.C(=O)([O-])[O-].[Na+].[Na+].C(O)C>C1(C)C=CC=CC=1.C1(P(C2C=CC=CC=2)C2C=CC=CC=2)C=CC=CC=1.C1(P(C2C=CC=CC=2)C2C=CC=CC=2)C=CC=CC=1.C1(P(C2C=CC=CC=2)C2C=CC=CC=2)C=CC=CC=1.C1(P(C2C=CC=CC=2)C2C=CC=CC=2)C=CC=CC=1.[Pd].O>[C:13]([O:12][CH:7]([C:6]1[CH:5]=[C:4]([C:17]2[CH:22]=[CH:21][CH:20]=[CH:19][CH:18]=2)[S:3][C:2]=1[C:31]1[CH:40]=[CH:39][C:38]2[O:37][CH2:36][CH2:35][CH2:34][C:33]=2[CH:32]=1)[C:8]([O:10][CH3:11])=[O:9])([CH3:16])([CH3:15])[CH3:14] |f:2.3.4,7.8.9.10.11|. Reported procedure: A solution of methyl 2-(2-bromo-5-phenylthiophen-3-yl)-2-(tert-butoxy)acetate (11i) (77 mg, 0.20 mmol), 6-(4,4,5,5-tetramethyl-1,3,2-dioxaborolan-2-yl)chroman (94 mg, 0.36 mmol) and sodium carbonate (85 mg, 0.80 mmol) in a mixture of toluene (1.26 mL), ethanol (0.6 mL) and water (0.5 mL) was bubbled with nitrogen for 5 minutes. Palladium tetrakis(triphenylphosphine) (12 mg, 0.01 mmol) was added and the reaction mixture was heated a 95° C. for 4 h. After cooling to room temperature, water (2 mL) ...